describe an organic reaction: reactants, conditions, products, and yield From a dataset of the Open Reaction Database (ORD), a public repository of structured organic reaction records. Reactants: C(C)(=O)C1=CC(=C(C=C1)N1CCN(CC1)C(=O)C=1C=C(C#N)C=CC1Br)F (3-[4-(4-acetyl-2-fluoro-phenyl)-piperazine-1-carbonyl]-4-bromo benzonitrile), N1CCOCC1 (morpholine). Yields the product C(C)(=O)C1=CC(=C(C=C1)N1CCN(CC1)C(=O)C=1C=C(C#N)C=CC1N1CCOCC1)F (3-[4-(4-Acetyl-2-fluoro-phenyl)-piperazine-1-carbonyl]-4-morpholin-4-yl-benzonitrile). As a reaction SMILES: [C:1]([C:4]1[CH:9]=[CH:8][C:7]([N:10]2[CH2:15][CH2:14][N:13]([C:16]([C:18]3[CH:19]=[C:20]([CH:23]=[CH:24][C:25]=3Br)[C:21]#[N:22])=[O:17])[CH2:12][CH2:11]2)=[C:6]([F:27])[CH:5]=1)(=[O:3])[CH3:2].[NH:28]1[CH2:33][CH2:32][O:31][CH2:30][CH2:29]1>>[C:1]([C:4]1[CH:9]=[CH:8][C:7]([N:10]2[CH2:15][CH2:14][N:13]([C:16]([C:18]3[CH:19]=[C:20]([CH:23]=[CH:24][C:25]=3[N:28]3[CH2:33][CH2:32][O:31][CH2:30][CH2:29]3)[C:21]#[N:22])=[O:17])[CH2:12][CH2:11]2)=[C:6]([F:27])[CH:5]=1)(=[O:3])[CH3:2]. Procedure: The title compound was prepared according to the procedure described for example 1 from 3-[4-(4-Acetyl-2-fluoro-phenyl)-piperazine-1-carbonyl]-4-bromo-benzonitrile (example L) and morpholine (71%, white solid), MS (m/e): 437.2 (M+H, 100%) The reactants are CC[O-], CCO, CCOC=O, Cl, [Na+], Cc1cc(C(=O)Nc2cccc(C(=O)c3ccc4c(c3)NC(=O)C4)c2)n(C(C)(C)C)n1. Yields the product Cc1cc(C(=O)Nc2cccc(C(=O)c3ccc4c(c3)NC(=O)C4=CO)c2)n(C(C)(C)C)n1. As a reaction SMILES: [CH3:38][CH2:39][O-:40].[CH3:42][CH2:43][OH:44].[CH:32](=[O:33])[O:34][CH2:35][CH3:36].[ClH:41].[Na+:37].[O:1]=[C:2]1[NH:3][c:4]2[cH:5][c:6]([C:11](=[O:12])[c:13]3[cH:14][c:15]([NH:19][C:20](=[O:21])[c:22]4[n:23]([C:28]([CH3:29])([CH3:30])[CH3:31])[n:24][c:25]([CH3:27])[cH:26]4)[cH:16][cH:17][cH:18]3)[cH:7][cH:8][c:9]2[CH2:10]1>>[O:1]=[C:2]1[NH:3][c:4]2[cH:5][c:6]([C:11](=[O:12])[c:13]3[cH:14][c:15]([NH:19][C:20](=[O:21])[c:22]4[n:23]([C:28]([CH3:29])([CH3:30])[CH3:31])[n:24][c:25]([CH3:27])[cH:26]4)[cH:16][cH:17][cH:18]3)[cH:7][cH:8][c:9]2[C:10]1=[CH:32][OH:33]. Reactants: Example 1 ( 4 ), crude product, C(C)N(C(C(C(=O)NS(=O)(=O)C1=CC2=CC=CC=C2C=C1)CC1=CC=C(C=C1)[N+](=O)[O-])=O)CC (N,N-diethyl-N′-(2-naphthylsulfonyl)-2-(4-nitrobenzyl)malonamide). Run in C(C)N.CO (ethylamine methanol). The product is C(C)NC(C(C(=O)NS(=O)(=O)C1=CC2=CC=CC=C2C=C1)CC1=CC=C(C=C1)[N+](=O)[O-])=O (N-ethyl-N′-(2-naphthylsulfonyl)-2-(4-nitrobenzyl)malonamide). Isolated yield 54.4%. Reaction SMILES: [CH2:1]([N:3](CC)[C:4](=[O:32])[CH:5]([CH2:22][C:23]1[CH:28]=[CH:27][C:26]([N+:29]([O-:31])=[O:30])=[CH:25][CH:24]=1)[C:6]([NH:8][S:9]([C:12]1[CH:21]=[CH:20][C:19]2[C:14](=[CH:15][CH:16]=[CH:17][CH:18]=2)[CH:13]=1)(=[O:11])=[O:10])=[O:7])[CH3:2]>C(N)C.CO>[CH2:1]([NH:3][C:4](=[O:32])[CH:5]([CH2:22][C:23]1[CH:24]=[CH:25][C:26]([N+:29]([O-:31])=[O:30])=[CH:27][CH:28]=1)[C:6]([NH:8][S:9]([C:12]1[CH:21]=[CH:20][C:19]2[C:14](=[CH:15][CH:16]=[CH:17][CH:18]=2)[CH:13]=1)(=[O:10])=[O:11])=[O:7])[CH3:2] |f:1.2|. Procedure details: In the same manner as in Example 1 (4), a crude product was obtained using the compound (400 mg) obtained in Example 6 (4) and 40% ethylamine-methanol solution (500 μL). This was purified by silica gel column chromatography to give the title compound (205 mg) as a white powder. Reactants: CC(C)(C)c1cccc(C(C)(C)C)n1, C=CCC1(CCOCc2ccc(OC)cc2)CC(c2cccc(Cl)c2)C(c2ccc(Cl)cc2)N(C(CC)CN(C)S(=O)(=O)C2CC2)C1=O, N#CC1=C(C#N)C(=O)C(Cl)=C(Cl)C1=O, ClCCl, O. Yields the product C=CCC1(CCO)CC(c2cccc(Cl)c2)C(c2ccc(Cl)cc2)N(C(CC)CN(C)S(=O)(=O)C2CC2)C1=O. RXN SMILES: [C:49]([c:50]1[cH:51][cH:52][cH:53][c:54]([C:55]([CH3:56])([CH3:57])[CH3:58])[n:59]1)([CH3:60])([CH3:61])[CH3:62].[CH2:1]([CH:2]=[CH2:3])[C:4]1([CH2:37][CH2:38][O:39][CH2:40][c:41]2[cH:42][cH:43][c:44]([O:45][CH3:46])[cH:47][cH:48]2)[C:5](=[O:36])[N:6]([CH:24]([CH2:25][N:26]([S:27](=[O:28])(=[O:29])[CH:30]2[CH2:31][CH2:32]2)[CH3:33])[CH2:34][CH3:35])[CH:7]([c:17]2[cH:18][cH:19][c:20]([Cl:23])[cH:21][cH:22]2)[CH:8]([c:10]2[cH:11][c:12]([Cl:16])[cH:13][cH:14][cH:15]2)[CH2:9]1.[Cl:63][C:64]1=[C:75]([Cl:76])[C:73](=[O:74])[C:70]([C:71]#[N:72])=[C:67]([C:68]#[N:69])[C:65]1=[O:66].[Cl:77][CH2:78][Cl:79].[OH2:80]>>[CH2:1]([CH:2]=[CH2:3])[C:4]1([CH2:37][CH2:38][OH:39])[C:5](=[O:36])[N:6]([CH:24]([CH2:25][N:26]([S:27](=[O:28])(=[O:29])[CH:30]2[CH2:31][CH2:32]2)[CH3:33])[CH2:34][CH3:35])[CH:7]([c:17]2[cH:18][cH:19][c:20]([Cl:23])[cH:21][cH:22]2)[CH:8]([c:10]2[cH:11][c:12]([Cl:16])[cH:13][cH:14][cH:15]2)[CH2:9]1. Starting materials: CC(=O)NCCO, CCN(C(C)C)C(C)C, CC(Cc1ccc(OCc2cc(Cl)cc3c2OC(C)(C)C3)c(C(F)(F)F)c1)C(=O)O, F[B-](F)(F)F, CN(C)C=O, CN(C)C(On1nnc2ccccc21)=[N+](C)C. The product is CC(=O)NCCOC(=O)C(C)Cc1ccc(OCc2cc(Cl)cc3c2OC(C)(C)C3)c(C(F)(F)F)c1. RXN SMILES: [C:62]([CH3:63])(=[O:64])[NH:65][CH2:66][CH2:67][OH:68].[CH:53]([N:54]([CH:55]([CH3:56])[CH3:57])[CH2:58][CH3:59])([CH3:60])[CH3:61].[Cl:1][c:2]1[cH:3][c:4]([CH2:13][O:14][c:15]2[c:16]([C:27]([F:28])([F:29])[F:30])[cH:17][c:18]([CH2:21][CH:22]([C:23](=[O:24])[OH:25])[CH3:26])[cH:19][cH:20]2)[c:5]2[c:6]([cH:12]1)[CH2:7][C:8]([CH3:10])([CH3:11])[O:9]2.[F:31][B-:32]([F:33])([F:34])[F:35].[O:69]=[CH:70][N:71]([CH3:72])[CH3:73].[n:36]1([O:37][C:38]([N:39]([CH3:40])[CH3:41])=[N+:42]([CH3:43])[CH3:44])[c:45]2[cH:46][cH:47][cH:48][cH:49][c:50]2[n:51][n:52]1>>[Cl:1][c:2]1[cH:3][c:4]([CH2:13][O:14][c:15]2[c:16]([C:27]([F:28])([F:29])[F:30])[cH:17][c:18]([CH2:21][CH:22]([C:23](=[O:24])[O:25][CH2:67][CH2:66][NH:65][C:62]([CH3:63])=[O:64])[CH3:26])[cH:19][cH:20]2)[c:5]2[c:6]([cH:12]1)[CH2:7][C:8]([CH3:10])([CH3:11])[O:9]2. Reactants: F[B-](F)(F)F, CC(C)(C)c1ccc(CNCCc2ccc(F)cc2)cc1, CCN(C(C)C)C(C)C, CN(C)C=O, O, CN(C)C(On1nnc2ccccc21)=[N+](C)C, O=C(O)c1cccc2cc[nH]c12. Product: CC(C)(C)c1ccc(CN(CCc2ccc(F)cc2)C(=O)c2cccc3cc[nH]c23)cc1. RXN SMILES: [B-:13]([F:14])([F:15])([F:16])[F:17].[C:44]([CH3:45])([CH3:46])([CH3:47])[c:48]1[cH:49][cH:50][c:51]([CH2:52][NH:53][CH2:54][CH2:55][c:56]2[cH:57][cH:58][c:59]([F:62])[cH:60][cH:61]2)[cH:63][cH:64]1.[CH:35]([N:36]([CH2:37][CH3:38])[CH:39]([CH3:40])[CH3:41])([CH3:42])[CH3:43].[O:65]=[CH:66][N:67]([CH3:68])[CH3:69].[OH2:70].[n:18]1([O:19][C:20]([N:21]([CH3:22])[CH3:23])=[N+:24]([CH3:25])[CH3:26])[c:27]2[cH:28][cH:29][cH:30][cH:31][c:32]2[n:33][n:34]1.[nH:1]1[cH:2][cH:3][c:4]2[cH:5][cH:6][cH:7][c:8]([C:10](=[O:11])[OH:12])[c:9]12>>[nH:1]1[cH:2][cH:3][c:4]2[cH:5][cH:6][cH:7][c:8]([C:10](=[O:12])[N:53]([CH2:52][c:51]3[cH:50][cH:49][c:48]([C:44]([CH3:45])([CH3:46])[CH3:47])[cH:64][cH:63]3)[CH2:54][CH2:55][c:56]3[cH:57][cH:58][c:59]([F:62])[cH:60][cH:61]3)[c:9]12. Starting materials: BrCC(CC(=O)NCC(=O)OCC)OC1OCCCC1 (ethyl 2-(4-bromo-3-(tetrahydropyran-2-yloxy)butanamido)acetate), O1CCCC1 (tetrahydrofuran), C(C)(=O)O (acetic acid), [H-].[Na+] (NaH), C(C)(=O)OCC (ethyl acetate), O1CCCC1 (tetrahydrofuran). Run in O (water). Conditions: time 40 minute. The product is O=C1N(CC(C1)C1OCCCC1)CC(=O)OCC (Ethyl 2-oxo-4-(tetrahydropyran-2-yl)-1-pyrrolidineacetate). Reaction SMILES: [H-].[Na+].BrCC(OC1CCCCO1)[CH2:6][C:7]([NH:9][CH2:10][C:11](OCC)=O)=[O:8].[C:23]([OH:26])(=O)[CH3:24].[C:27]([O:30][CH2:31][CH3:32])(=[O:29])[CH3:28].O1C[CH2:36][CH2:35][CH2:34]1>O>[O:8]=[C:7]1[CH2:6][CH:11]([CH:23]2[CH2:24][CH2:36][CH2:35][CH2:34][O:26]2)[CH2:10][N:9]1[CH2:28][C:27]([O:30][CH2:31][CH3:32])=[O:29] |f:0.1|. Procedure: 150 mg NaH are suspended in 20 ml tetrahydrofuran, and the mixture is cooled in ice. To this suspension is added a solution of 2.5 g ethyl 2-(4-bromo-3-(tetrahydropyran-2-yloxy)butanamido)acetate in 30 ml tetrahydrofuran. The mixture is stirred 40 min, then poured with stirring into a solution of 1 ml acetic acid in 10 ml water at 0° C. The solution is extracted with ether, the organic phase is washed with a saturated solution of NaHCO3, then washed with brine, dried and evaporated. The crude oi... Reactants: FC(C(=O)O)(F)F.ClC1=CC=C2C(=C1)NC(C21C(NC(C1C1=C(C(=CC=C1)Cl)F)C(=O)O)CC(C)(C)C)=O (rac-(2′S,3′R,4′S,5′R)-6-chloro-4′-(3-chloro-2-fluoro-phenyl)-2′-(2,2-dimethyl-propyl)-2-oxo-1,2-dihydro-spiro[indole-3,3′-pyrrolidine]-5′-carboxylic acid trifluoroacetic acid), NC1=CC=C(OCCO)C=C1 (2-(4-aminophenoxy)ethanol), C(C)(C)N(CC)C(C)C (diisopropylethylamine), C1(=CC=CC=C1)P(=O)(C1=CC=CC=C1)Cl (diphenylphosphinic chloride). Yields the product OCCOC1=CC=C(C=C1)NC(=O)C1C(C2(C(N1)CC(C)(C)C)C(NC1=CC(=CC=C12)Cl)=O)C1=C(C(=CC=C1)Cl)F (rac-(2′S,3′R,4′S,5′R)-6-chloro-4′-(3-chloro-2-fluoro-phenyl)-2′-(2,2-dimethyl-propyl)-2-oxo-1,2-dihydro-spiro[indole-3,3′-pyrrolidine]-5′-carboxylic acid [4-(2-hydroxy-ethoxy)-phenyl]-amide). The yield is 41.6%. Reaction SMILES: FC(F)(F)C(O)=O.[Cl:8][C:9]1[CH:14]=[C:13]2[NH:15][C:16](=[O:38])[C:17]3([CH:21]([C:22]4[CH:27]=[CH:26][CH:25]=[C:24]([Cl:28])[C:23]=4[F:29])[CH:20]([C:30](O)=[O:31])[NH:19][CH:18]3[CH2:33][C:34]([CH3:37])([CH3:36])[CH3:35])[C:12]2=[CH:11][CH:10]=1.C(N(C(C)C)CC)(C)C.C1(P(Cl)(C2C=CC=CC=2)=O)C=CC=CC=1.[NH2:63][C:64]1[CH:73]=[CH:72][C:67]([O:68][CH2:69][CH2:70][OH:71])=[CH:66][CH:65]=1>>[OH:71][CH2:70][CH2:69][O:68][C:67]1[CH:72]=[CH:73][C:64]([NH:63][C:30]([CH:20]2[NH:19][CH:18]([CH2:33][C:34]([CH3:36])([CH3:37])[CH3:35])[C:17]3([C:12]4[C:13](=[CH:14][C:9]([Cl:8])=[CH:10][CH:11]=4)[NH:15][C:16]3=[O:38])[CH:21]2[C:22]2[CH:27]=[CH:26][CH:25]=[C:24]([Cl:28])[C:23]=2[F:29])=[O:31])=[CH:65][CH:66]=1 |f:0.1|. Procedure details: In a manner similar to the method described in Example 5, rac-(2′S,3′R,4′S,5′R)-6-chloro-4′-(3-chloro-2-fluoro-phenyl)-2′-(2,2-dimethyl-propyl)-2-oxo-1,2-dihydro-spiro[indole-3,3′-pyrrolidine]-5′-carboxylic acid trifluoroacetic acid prepared in Example 4 (0.25 g, 0.44 mmol), was reacted with diisopropylethylamine (0.23 g, 1.8 mmol), diphenylphosphinic chloride (0.32 g, 1.3 mmol), then reacted with 2-(4-aminophenoxy)ethanol (0.082 g, 0.53 mmol) to give rac-(2′S,3′R,4′S,5′R)-6-chloro-4′-(3-chloro-...